Dataset: the Open Reaction Database (ORD), a public repository of structured organic reaction records. Task: describe an organic reaction: reactants, conditions, products, and yield Reactants: O1COC2=C1C=CC(=C2)CCS (2-(1,3-benzodioxol-5-yl)ethanethiol), ClCC(C)=O (1-chloro-2-propanone), [OH-].[Na+] (sodium hydroxide). Run in C(C)O (ethanol). Product: O1COC2=C1C=CC(=C2)CCSCC(C)=O ([{2-(1,3-Benzodioxol-5-yl)ethyl}thio]propan-2-one). Isolated yield 84.9%. RXN SMILES: [O:1]1[C:5]2[CH:6]=[CH:7][C:8]([CH2:10][CH2:11][SH:12])=[CH:9][C:4]=2[O:3][CH2:2]1.Cl[CH2:14][C:15](=[O:17])[CH3:16].[OH-].[Na+]>C(O)C>[O:1]1[C:5]2[CH:6]=[CH:7][C:8]([CH2:10][CH2:11][S:12][CH2:14][C:15](=[O:17])[CH3:16])=[CH:9][C:4]=2[O:3][CH2:2]1 |f:2.3|. Reported procedure: 10 g of 2-(1,3-benzodioxol-5-yl)ethanethiol and 5.1 g of 1-chloro-2-propanone were dissolved in 200 ml of 90% ethanol. 2.2 g of sodium hydroxide was added to the solution and the mixture was heated under reflux for 10 min to conduct the reaction. The reaction mixture was concentrated under reduced pressure. 200 ml of ethyl acetate was added thereto to obtain a solution, which was washed with water three times. After drying over anhydrous sodium sulfate, the solvent was distilled off and the resi... Reactants: C(C)(C)(C)[C@@H]1O[C@](C(O1)=O)(CCCCCCC)C1=CC(=CC=C1)Cl ((2R,5R)-2-(tert-Butyl)-5-(3-chlorophenyl)-5-heptyl-1,3-dioxolan-4-one), C(C)(C)(C)[C@H]1O[C@@H](C(O1)=O)C1=CC(=CC=C1)Cl ((2S,5R)-2-(tert-Butyl)-5-(3-chlorophenyl)-1,3-dioxolan-4-one). The product is C(C)(C)(C)[C@H]1O[C@@](C(O1)=O)(CCCCCCC)C1=CC(=CC=C1)Cl ((2S,5S)-2-(tert-Butyl)-5-(3-chlorophenyl)-5-heptyl-1,3-dioxolan-4-one). Reaction SMILES: [C:1]([C@H:5]1[O:9][C:8](=[O:10])[C@:7]([C:18]2[CH:23]=[CH:22][CH:21]=[C:20]([Cl:24])[CH:19]=2)([CH2:11][CH2:12][CH2:13][CH2:14][CH2:15][CH2:16][CH3:17])[O:6]1)([CH3:4])([CH3:3])[CH3:2].C([C@@H]1OC(=O)[C@@H](C2C=CC=C(Cl)C=2)O1)(C)(C)C>>[C:1]([C@@H:5]1[O:9][C:8](=[O:10])[C@@:7]([C:18]2[CH:23]=[CH:22][CH:21]=[C:20]([Cl:24])[CH:19]=2)([CH2:11][CH2:12][CH2:13][CH2:14][CH2:15][CH2:16][CH3:17])[O:6]1)([CH3:2])([CH3:3])[CH3:4]. Procedure details: Prepared in the same manner as (2R,5R)-2-(tert-Butyl)-5-(3-chlorophenyl)-5-heptyl-1,3-dioxolan-4-one using (2S,5R)-2-(tert-Butyl)-5-(3-chlorophenyl)-1,3-dioxolan-4-one. 1H NMR (400 MHz, CDCl3, δ): 0.84 (t, J=7 Hz, 3H), 0.96 (s, 9H), 1.16-1.35 (m, 10H), 1.88-2.06 (m, 2H), 5.35 (s, 1H), 7.26-7.30 (m, 2H), 7.50-7.54 (m, 1H), 7.62-7.63 (m, 1H). 13C NMR (100 MHz, CDCl3, δ): 14.3, 22.8, 23.7, 23.8, 29.2, 29.5, 31.9, 35.2, 38.9, 82.3, 109.1, 123.4, 125.4, 128.3, 129.7, 134.5, 140.5, 173.5. Starting materials: C(C)(C)(C)OC(N(CC(=O)N1CCN(CC1)C(C1=C(C=CC(=C1)F)C(F)(F)F)=O)C(C)C1=CC=C(C=C1)C1=CC=CC=C1)=O ((1-biphenyl-4-yl-ethyl)-{2-[4-(5-fluoro-2-trifluoromethyl-benzoyl)-piperazin-1-yl]-2-oxo-ethyl}-carbamic acid tert-butyl ester), Cl (HCl). Run in O1CCOCC1 (dioxane). The product is Cl.C1(=CC=C(C=C1)C(C)NCC(=O)N1CCN(CC1)C(C1=C(C=CC(=C1)F)C(F)(F)F)=O)C1=CC=CC=C1 (2-(1-Biphenyl-4-yl-ethylamino)-1-[4-(5-fluoro-2-trifluoromethyl-benzoyl)-piperazin-1-yl]-ethanone hydrochloride). Isolated yield 78.4%. RXN SMILES: C(OC(=O)[N:7]([CH:30]([C:32]1[CH:37]=[CH:36][C:35]([C:38]2[CH:43]=[CH:42][CH:41]=[CH:40][CH:39]=2)=[CH:34][CH:33]=1)[CH3:31])[CH2:8][C:9]([N:11]1[CH2:16][CH2:15][N:14]([C:17](=[O:29])[C:18]2[CH:23]=[C:22]([F:24])[CH:21]=[CH:20][C:19]=2[C:25]([F:28])([F:27])[F:26])[CH2:13][CH2:12]1)=[O:10])(C)(C)C.[ClH:45]>O1CCOCC1>[ClH:45].[C:35]1([C:38]2[CH:43]=[CH:42][CH:41]=[CH:40][CH:39]=2)[CH:34]=[CH:33][C:32]([CH:30]([NH:7][CH2:8][C:9]([N:11]2[CH2:12][CH2:13][N:14]([C:17](=[O:29])[C:18]3[CH:23]=[C:22]([F:24])[CH:21]=[CH:20][C:19]=3[C:25]([F:28])([F:27])[F:26])[CH2:15][CH2:16]2)=[O:10])[CH3:31])=[CH:37][CH:36]=1 |f:3.4|. Procedure details: A solution of (1-biphenyl-4-yl-ethyl)-{2-[4-(5-fluoro-2-trifluoromethyl-benzoyl)-piperazin-1-yl]-2-oxo-ethyl}-carbamic acid tert-butyl ester (140 mg, 0.23 mmol in dioxane.HCl (10 ml) was stirred at room temperature for 1 hr. The reaction mixture was concentrated to get the residue. The residue was washed with hexane to afford 98 mg (78.4% Yield) of 2-(1-Biphenyl-4-yl-ethylamino)-1-[4-(5-fluoro-2-trifluoromethyl-benzoyl)-piperazin-1-yl]-ethanone hydrochloride. LCMS Purity: 93.9%. 1H NMR (CDCl3): ... Reactants: C4F9OCHCl2 HCl2, C(F)(F)(C(F)(F)C(F)(F)C(F)(F)F)OC(Cl)(Cl)Cl (C4F9OCCl3), C(F)(F)(C(F)(F)C(F)(F)C(F)(F)F)OC (C4F9OCH3), C(F)(F)(C(F)(F)C(F)(F)C(F)(F)F)OCCl (C4F9OCH2Cl). Product: C(F)(F)(C(F)(F)C(F)(F)C(F)(F)F)OCCl (C4F9OCH2Cl), C(F)(F)(C(F)(F)C(F)(F)C(F)(F)F)OC(Cl)Cl (C4F9OCHCl2). As a reaction SMILES: C(OC)(C(C(C(F)(F)F)(F)F)(F)F)(F)F.[C:16]([O:29][CH2:30][Cl:31])([C:19]([C:22]([C:25]([F:28])([F:27])[F:26])([F:24])[F:23])([F:21])[F:20])([F:18])[F:17].[C:32]([O:45][C:46](Cl)([Cl:48])[Cl:47])([C:35]([C:38]([C:41]([F:44])([F:43])[F:42])([F:40])[F:39])([F:37])[F:36])([F:34])[F:33]>>[C:16]([O:29][CH2:30][Cl:31])([C:19]([C:22]([C:25]([F:28])([F:27])[F:26])([F:24])[F:23])([F:21])[F:20])([F:18])[F:17].[C:32]([O:45][CH:46]([Cl:47])[Cl:48])([C:35]([C:38]([C:41]([F:44])([F:42])[F:43])([F:40])[F:39])([F:37])[F:36])([F:34])[F:33]. Procedure details: GLC at the conclusion of the addition showed the following C4F9OCH3(5%), C4F9OCH2Cl (65%) and C4F9OCHCl2 HCl2 (29%) and C4F9OCCl3 (0.2%). The reaction solution was washed first with dilute aqueous potassium hydroxide, and then with water, and distilled using a 40-plate perforated plate column to yield C4F9OCH2Cl, b.p.=87° C. and C4F9OCHCl2, b.p.=96° C. in purifies of about 99%. The reactants are CCN=C=NCCCN(C)C, ClCCl, Cl, O=C(NC1(C(=O)O)CCCCC1)c1cc2ccccc2s1. The product is O=C1OC(c2cc3ccccc3s2)=NC12CCCCC2. As a reaction SMILES: [CH2:2]([N:3]=[C:4]=[N:5][CH2:6][CH2:7][CH2:8][N:9]([CH3:10])[CH3:11])[CH3:12].[CH2:34]([Cl:35])[Cl:36].[ClH:1].[s:13]1[c:14]([C:22](=[O:23])[NH:24][C:25]2([C:31](=[O:32])[OH:33])[CH2:26][CH2:27][CH2:28][CH2:29][CH2:30]2)[cH:15][c:16]2[c:17]1[cH:18][cH:19][cH:20][cH:21]2>>[s:13]1[c:14]([C:22]2=[N:24][C:25]3([CH2:26][CH2:27][CH2:28][CH2:29][CH2:30]3)[C:31](=[O:32])[O:33]2)[cH:15][c:16]2[c:17]1[cH:18][cH:19][cH:20][cH:21]2. Starting materials: Cl (HCl), C(C)OC(CN1C(=C(C2=CC(=CC=C12)F)CC1=C(C=CC=C1)S(=O)(=O)N1CCCCC1)C)=O (2-(5-fluoro-2-methyl-3-(2-(piperidin-1-ylsulfonyl)benzyl)-1H-indol-1-yl)acetic acid ethyl ester), [OH-].[K+] (potassium hydroxide). Solvent: C1CCOC1 (THF), O (water). Reaction conditions: time 2 hour. The product is FC=1C=C2C(=C(N(C2=CC1)CC(=O)O)C)CC1=C(C=CC=C1)S(=O)(=O)N1CCCCC1 (2-(5-fluoro-2-methyl-3-(2-(piperidin-1-ylsulfonyl)benzyl)-1H-indol-1-yl)acetic acid). Yield: 94.2%. Reaction SMILES: C([O:3][C:4](=[O:33])[CH2:5][N:6]1[C:14]2[C:9](=[CH:10][C:11]([F:15])=[CH:12][CH:13]=2)[C:8]([CH2:16][C:17]2[CH:22]=[CH:21][CH:20]=[CH:19][C:18]=2[S:23]([N:26]2[CH2:31][CH2:30][CH2:29][CH2:28][CH2:27]2)(=[O:25])=[O:24])=[C:7]1[CH3:32])C.[OH-].[K+].Cl>C1COCC1.O>[F:15][C:11]1[CH:10]=[C:9]2[C:14](=[CH:13][CH:12]=1)[N:6]([CH2:5][C:4]([OH:33])=[O:3])[C:7]([CH3:32])=[C:8]2[CH2:16][C:17]1[CH:22]=[CH:21][CH:20]=[CH:19][C:18]=1[S:23]([N:26]1[CH2:27][CH2:28][CH2:29][CH2:30][CH2:31]1)(=[O:24])=[O:25] |f:1.2|. Procedure details: To a stirred solution of 2-(5-fluoro-2-methyl-3-(2-(piperidin-1-ylsulfonyl)benzyl)-1H-indol-1-yl)acetic acid ethyl ester (1.23 g, 2.60 mmol) in THF (50 mL), was added a solution of potassium hydroxide (0.73 g, 13.0 mmol) in water (50 mL), and the resulting solution stirred at room temperature for 2 hours. Aqueous HCl (2N, 15 mL) was then added and the aqueous layer extracted with ethyl acetate (100 mL). The organic layers were washed with brine (2×50 mL), dried over anhydrous magnesium sulfate, ... Starting materials: O=C([O-])[O-], CCOC(=O)C(=O)Nc1ncc(CC)s1, CCO, CC(=O)O, [K+], [K+], O. Yields the product CCc1cnc(NC(=O)C(=O)O)s1. Reaction SMILES: [C:16](=[O:17])([O-:18])[O-:19].[CH2:1]([CH3:2])[c:3]1[cH:4][n:5][c:6]([NH:8][C:9](=[O:10])[C:11](=[O:12])[O:13][CH2:14][CH3:15])[s:7]1.[CH3:23][CH2:24][OH:25].[CH3:26][C:27](=[O:28])[OH:29].[K+:20].[K+:21].[OH2:22]>>[CH2:1]([CH3:2])[c:3]1[cH:4][n:5][c:6]([NH:8][C:9](=[O:10])[C:11](=[O:12])[OH:13])[s:7]1.